This data is from the Open Reaction Database (ORD), a public repository of structured organic reaction records. The task is: describe an organic reaction: reactants, conditions, products, and yield Yields the product CCC1(C)C(=O)N(C2CCN(C(=O)c3cc(OCc4ccccc4)ccc3C)CC2)N=C1c1ccc(OC)c(OC)c1. RXN SMILES: [CH2:26]([c:27]1[cH:28][cH:29][cH:30][cH:31][cH:32]1)[O:33][c:34]1[cH:35][cH:36][c:37]([CH3:43])[c:38]([C:39](=[O:40])[OH:41])[cH:42]1.[CH3:1][O:2][c:3]1[cH:4][c:5]([C:11]2=[N:15][N:14]([CH:16]3[CH2:17][CH2:18][NH:19][CH2:20][CH2:21]3)[C:13](=[O:22])[C:12]2([CH3:23])[CH2:24][CH3:25])[cH:6][cH:7][c:8]1[O:9][CH3:10]>>[CH3:1][O:2][c:3]1[cH:4][c:5]([C:11]2=[N:15][N:14]([CH:16]3[CH2:17][CH2:18][N:19]([C:39]([c:38]4[c:37]([CH3:43])[cH:36][cH:35][c:34]([O:33][CH2:26][c:27]5[cH:28][cH:29][cH:30][cH:31][cH:32]5)[cH:42]4)=[O:40])[CH2:20][CH2:21]3)[C:13](=[O:22])[C:12]2([CH3:23])[CH2:24][CH3:25])[cH:6][cH:7][c:8]1[O:9][CH3:10]. The reactants are Cc1ccc(OCc2ccccc2)cc1C(=O)O, CCC1(C)C(=O)N(C2CCNCC2)N=C1c1ccc(OC)c(OC)c1. Reactants: NCC=1C=CC(=C(C1)N)Cl (5-(aminomethyl)-2-chlorobenzenamine), C(C(C)(C)C)(=O)Cl (pivaloyl chloride), TEA. Run in C1CCOC1 (THF). Product: NC=1C=C(CNC(C(C)(C)C)=O)C=CC1Cl (N-(3-amino-4-chlorobenzyl)pivalamide). Reaction SMILES: [NH2:1][CH2:2][C:3]1[CH:4]=[CH:5][C:6]([Cl:10])=[C:7]([NH2:9])[CH:8]=1.[C:11](Cl)(=[O:16])[C:12]([CH3:15])([CH3:14])[CH3:13]>C1COCC1>[NH2:9][C:7]1[CH:8]=[C:3]([CH:4]=[CH:5][C:6]=1[Cl:10])[CH2:2][NH:1][C:11](=[O:16])[C:12]([CH3:15])([CH3:14])[CH3:13]. Reported procedure: The title compound was prepared according to the procedure described in step-2 of Intermediate-83 by using 5-(aminomethyl)-2-chlorobenzenamine (2.0 g), pivaloyl chloride (0.2 mL), TEA (2 mL) and THF (10 mL) to afford 2.0 g of the desired product. Product: C(C)N1C2=C(N(C(C3=C1N=CC(=C3)C#CC3=NC=CC=C3)=O)C)C=CC=N2 (5,11-Dihydro-11-ethyl-5-methyl-8-(pyrid-2-yl)ethynyl-6H-dipyrido[3,2-b:2',3'-e][1,4]diazepin-6-one), C(C)N1C2=C(N(C(C3=C1N=CC(=C3)CCC3=NC=CC=C3)=O)C)C=CC=N2 (5,11-Dihydro-11-ethyl-5-methyl-8-[2-(pyrid-2-yl)ethyl]-6H-dipyrido[3,2-b:2',3'-e][1,4]diazepin-6-one). RXN SMILES: [CH2:1]([N:3]1[C:9]2[N:10]=[CH:11][C:12](I)=[CH:13][C:8]=2[C:7](=[O:15])[N:6]([CH3:16])[C:5]2[CH:17]=[CH:18][CH:19]=[N:20][C:4]1=2)[CH3:2].[C:21]([C:23]1[CH:28]=[CH:27][CH:26]=[CH:25][N:24]=1)#[CH:22]>>[CH2:1]([N:3]1[C:9]2[N:10]=[CH:11][C:12]([C:22]#[C:21][C:23]3[CH:28]=[CH:27][CH:26]=[CH:25][N:24]=3)=[CH:13][C:8]=2[C:7](=[O:15])[N:6]([CH3:16])[C:5]2[CH:17]=[CH:18][CH:19]=[N:20][C:4]1=2)[CH3:2].[CH2:1]([N:3]1[C:9]2[N:10]=[CH:11][C:12]([CH2:22][CH2:21][C:23]3[CH:28]=[CH:27][CH:26]=[CH:25][N:24]=3)=[CH:13][C:8]=2[C:7](=[O:15])[N:6]([CH3:16])[C:5]2[CH:17]=[CH:18][CH:19]=[N:20][C:4]1=2)[CH3:2]. Procedure: 5,11-Dihydro-11-ethyl-5-methyl-8-(pyrid-2-yl)ethynyl-6H-dipyrido[3,2-b:2',3'-e][1,4]diazepin-6-one (0.15 g) was prepared by coupling 5,11-dihydro-11-ethyl-8-iodo-5-methyl-6H-dipyrido[3,2-b:2',3'-e][1,4]diazepin-6-one with 2-ethynylpyridine by a procedure analogous to that described in Example 42a. Hydrogenation as described in Example 42b afforded 24 mg of the title compound, m.p. 70°-72° C. (ethyl acetate/hexanes). Starting materials: C(C)N1C2=C(N(C(C3=C1N=CC(=C3)I)=O)C)C=CC=N2 (5,11-dihydro-11-ethyl-8-iodo-5-methyl-6H-dipyrido[3,2-b:2',3'-e][1,4]diazepin-6-one), ethyl acetate hexanes, C(#C)C1=NC=CC=C1 (2-ethynylpyridine). Reactants: C(C#N)O (glycollonitrile), C(C1=CC=CC=C1)N (benzylamine). The solvent is CO (methanol). Run at time 8 hour. The product is C(C1=CC=CC=C1)NCC#N (benzylaminoacetonitrile). Yield: 65.6%. Reaction SMILES: [CH2:1](O)[C:2]#[N:3].[CH2:5]([NH2:12])[C:6]1[CH:11]=[CH:10][CH:9]=[CH:8][CH:7]=1>CO>[CH2:5]([NH:12][CH2:1][C:2]#[N:3])[C:6]1[CH:11]=[CH:10][CH:9]=[CH:8][CH:7]=1. Reported procedure: To a stirred solution of glycollonitrile (25 g) in methanol was added dropwise over 45 minutes benzylamine (46.9 g) keeping the temperature of the reaction between 15°-20°. Following the addition the reaction mixture was kept overnight at room temperature, and then distilled to give benzylaminoacetonitrile (42.0 g) as a colourless oil, b.p. 120°/15 mm. Reaction of this (3.0 g) with 3,5-dimethylbenzoyl chloride (3.46 g) as described above gave crude N-benzyl-3,5-dimethylbenzoylaminoacetonitrile (... The reactants are CC(C)O, CCO, C1CCOC1, OCC(O)COc1ccc(N=NC(c2ccccc2)(c2ccccc2)c2ccccc2)nn1. Product: OCC(O)COc1ccc(NNC(c2ccccc2)(c2ccccc2)c2ccccc2)nn1. RXN SMILES: [CH3:34][CH:35]([OH:36])[CH3:37].[CH3:38][CH2:39][OH:40].[O:41]1[CH2:42][CH2:43][CH2:44][CH2:45]1.[c:1]1([C:7]([N:8]=[N:9][c:10]2[cH:11][cH:12][c:13]([O:16][CH2:17][CH:18]([CH2:19][OH:20])[OH:21])[n:14][n:15]2)([c:22]2[cH:23][cH:24][cH:25][cH:26][cH:27]2)[c:28]2[cH:29][cH:30][cH:31][cH:32][cH:33]2)[cH:2][cH:3][cH:4][cH:5][cH:6]1>>[c:1]1([C:7]([NH:8][NH:9][c:10]2[cH:11][cH:12][c:13]([O:16][CH2:17][CH:18]([CH2:19][OH:20])[OH:21])[n:14][n:15]2)([c:22]2[cH:23][cH:24][cH:25][cH:26][cH:27]2)[c:28]2[cH:29][cH:30][cH:31][cH:32][cH:33]2)[cH:2][cH:3][cH:4][cH:5][cH:6]1. Starting materials: FC(C=1NC2=CC=C(C(=C2C1)C#N)C#N)F (2-(difluoromethyl)-1H-indole-4,5-dicarbonitrile), ClCC1=NOC(=N1)C1=CC(=CC=C1)C(F)(F)F (3-(chloromethyl)-5-[3-(trifluoromethyl)phenyl]-1,2,4-oxadiazole). The product is FC(C=1N(C2=CC=C(C(=C2C1)C#N)C#N)CC1=NOC(=N1)C1=CC(=CC=C1)C(F)(F)F)F (2-(Difluoromethyl)-1-({5-[3-(trifluoromethyl)phenyl]-1,2,4-oxadiazol-3-yl}methyl)-1H-indole-4,5-dicarbonitrile). As a reaction SMILES: [F:1][CH:2]([F:16])[C:3]1[NH:4][C:5]2[C:10]([CH:11]=1)=[C:9]([C:12]#[N:13])[C:8]([C:14]#[N:15])=[CH:7][CH:6]=2.Cl[CH2:18][C:19]1[N:23]=[C:22]([C:24]2[CH:29]=[CH:28][CH:27]=[C:26]([C:30]([F:33])([F:32])[F:31])[CH:25]=2)[O:21][N:20]=1>>[F:16][CH:2]([F:1])[C:3]1[N:4]([CH2:18][C:19]2[N:23]=[C:22]([C:24]3[CH:29]=[CH:28][CH:27]=[C:26]([C:30]([F:33])([F:31])[F:32])[CH:25]=3)[O:21][N:20]=2)[C:5]2[C:10]([CH:11]=1)=[C:9]([C:12]#[N:13])[C:8]([C:14]#[N:15])=[CH:7][CH:6]=2. Reported procedure: Synthesized as described in Example 23 from 2-(difluoromethyl)-1H-indole-4,5-dicarbonitrile and 3-(chloromethyl)-5-[3-(trifluoromethyl)phenyl]-1,2,4-oxadiazole: MS (ES) m/z 444 (M+1). The reactants are zeolite, zeolite, O.O.O.O.O.O.[N+](=O)([O-])[O-].[Mg+2].[N+](=O)([O-])[O-] (magnesium nitrate hexahydrate), zeolite, solution, zeolite. Run in O (water), O (water). Run at temperature 75 celsius, time 0.5 hour. The product is [N+](=O)([O-])[O-].[Mg+2].[N+](=O)([O-])[O-] (magnesium nitrate). Reaction SMILES: O.O.O.O.O.O.[N+:7]([O-:10])([O-:9])=[O:8].[Mg+2:11].[N+:12]([O-:15])([O-:14])=[O:13]>O>[N+:7]([O-:10])([O-:9])=[O:8].[Mg+2:11].[N+:12]([O-:15])([O-:14])=[O:13] |f:0.1.2.3.4.5.6.7.8,10.11.12|. Reported procedure: This example illustrates the loss of zeolite activity or conversion from conventional selectivation techniques that use compounds which are small enough to enter the zeolite channels. An aqueous solution of magnesium nitrate was prepared by mixing magnesium nitrate hexahydrate and water on the basis of 0.71 gram per gram of water. The solution was used to impregnate a ZSM-5 (SiO2/Al2O3=38) zeolite powder at a ratio of 1.35 cc solution to 1.50 g of zeolite. The mixture was heated at 75° C. to eva... Starting materials: C(C1=CC=CC=C1)OC1=C(C=CC(=C1)OCC1=CC=CC=C1)CC(=O)O (2,4-dibenzyloxyphenyl acetic acid). The solvent is C(C)OCC (diethyl ether), O1CCCC1 (tetrahydrofuran). Run at time 7 day. Product: C(C1=CC=CC=C1)OC1=C(C=CC(=C1)OCC1=CC=CC=C1)CCO (2-[2,4-Di(benzyloxy)phenyl]-1-ethanol). Isolated yield 43.5%. As a reaction SMILES: [CH2:1]([O:8][C:9]1[CH:14]=[C:13]([O:15][CH2:16][C:17]2[CH:22]=[CH:21][CH:20]=[CH:19][CH:18]=2)[CH:12]=[CH:11][C:10]=1[CH2:23][C:24](O)=[O:25])[C:2]1[CH:7]=[CH:6][CH:5]=[CH:4][CH:3]=1>C(OCC)C.O1CCCC1>[CH2:1]([O:8][C:9]1[CH:14]=[C:13]([O:15][CH2:16][C:17]2[CH:22]=[CH:21][CH:20]=[CH:19][CH:18]=2)[CH:12]=[CH:11][C:10]=1[CH2:23][CH2:24][OH:25])[C:2]1[CH:3]=[CH:4][CH:5]=[CH:6][CH:7]=1. Procedure details: 10 ml (20 mmole) 2 M borane dimethyl sulfide complex in diethyl ether was slowly added to 6.3 g (18.1 mmole) 2,4-dibenzyloxyphenyl acetic acid dissolved in 50 ml dry tetrahydrofuran cooled on an ice bath under nitrogen and then stirred for 7 days at room temperature. The reaction was quenched with water and extracted with ethyl acetate, dried with magnesium sulfate and evaporated. The crude product was purified by chromatography on silica gel using dichloromethane/methanol as eluent to give 2.63...